This data is from the Open Reaction Database (ORD), a public repository of structured organic reaction records. The task is: describe an organic reaction: reactants, conditions, products, and yield The reactants are C1(=CC=CC=C1)C=1C(=C(C(=C2C1C(=O)OC2=O)C2=CC=CC=C2)C2=CC=CC=C2)C2=CC=CC=C2 (tetraphenylphthalic anhydride), NC=1C=C(C(=O)O)C=CC1N (3,4 diaminobenzoic acid). Run in C(C)(=O)O (acetic acid). Reaction conditions: temperature 105 celsius, time 72 hour. Yields the product C1(=CC=CC=C1)C1=C2C(N3C(C2=C(C(=C1C1=CC=CC=C1)C1=CC=CC=C1)C1=CC=CC=C1)=NC1=C3C=CC(=C1)C(=O)O)=O (1,2,3,4tetraphenyl-benzo[4,5]imidazo[2,1-a]isoindol-11-one-7-carboxylic acid). RXN SMILES: [C:1]1([C:7]2[C:8]([C:30]3[CH:35]=[CH:34][CH:33]=[CH:32][CH:31]=3)=[C:9]([C:24]3[CH:29]=[CH:28][CH:27]=[CH:26][CH:25]=3)[C:10]([C:18]3[CH:23]=[CH:22][CH:21]=[CH:20][CH:19]=3)=[C:11]3[C:16](=O)O[C:13](=[O:14])[C:12]=23)[CH:6]=[CH:5][CH:4]=[CH:3][CH:2]=1.[NH2:36][C:37]1[CH:38]=[C:39]([CH:43]=[CH:44][C:45]=1[NH2:46])[C:40]([OH:42])=[O:41]>C(O)(=O)C>[C:1]1([C:7]2[C:8]([C:30]3[CH:35]=[CH:34][CH:33]=[CH:32][CH:31]=3)=[C:9]([C:24]3[CH:25]=[CH:26][CH:27]=[CH:28][CH:29]=3)[C:10]([C:18]3[CH:19]=[CH:20][CH:21]=[CH:22][CH:23]=3)=[C:11]3[C:12]=2[C:13](=[O:14])[N:46]2[C:45]4[CH:44]=[CH:43][C:39]([C:40]([OH:42])=[O:41])=[CH:38][C:37]=4[N:36]=[C:16]23)[CH:2]=[CH:3][CH:4]=[CH:5][CH:6]=1. Reported procedure: Into a reaction vessel equipped with a condenser, light nitrogen purge and magnetic stirrer, 10 g (0.022 mol) of tetraphenylphthalic anhydride and 3.35 g (0.022 mol) of 3,4 diaminobenzoic acid are added, along with 100 ml of acetic acid. The gray colored reaction mixture is heated to reflux temperature. After several hours the reaction begins to take-on a dark yellow color. The reaction mixture is then left for a further 72 hours at slightly below reflux temperature (105° C.). Starting materials: COC(=O)C1CC(O)C(CNC(=O)c2ccc(Cl)s2)C1, Nc1ccc(N2CCOCC2=O)cc1F. Yields the product O=C(NCC1CC(C(=O)Nc2ccc(N3CCOCC3=O)cc2F)CC1O)c1ccc(Cl)s1. Reaction SMILES: [CH3:1][O:2][C:3](=[O:4])[CH:5]1[CH2:6][CH:7]([CH2:11][NH:12][C:13](=[O:14])[c:15]2[s:16][c:17]([Cl:20])[cH:18][cH:19]2)[CH:8]([OH:10])[CH2:9]1.[NH2:21][c:22]1[c:23]([F:35])[cH:24][c:25]([N:28]2[C:29](=[O:34])[CH2:30][O:31][CH2:32][CH2:33]2)[cH:26][cH:27]1>>[C:3](=[O:4])([CH:5]1[CH2:6][CH:7]([CH2:11][NH:12][C:13](=[O:14])[c:15]2[s:16][c:17]([Cl:20])[cH:18][cH:19]2)[CH:8]([OH:10])[CH2:9]1)[NH:21][c:22]1[c:23]([F:35])[cH:24][c:25]([N:28]2[C:29](=[O:34])[CH2:30][O:31][CH2:32][CH2:33]2)[cH:26][cH:27]1. The reactants are [BH4-], COc1c(C(C)=O)cnc2c(NC(=O)c3c(Cl)cccc3Cl)cccc12, [Na+], C1CCOC1, O. Yields the product COc1c(C(C)O)cnc2c(NC(=O)c3c(Cl)cccc3Cl)cccc12. Reaction SMILES: [BH4-:27].[C:1]([CH3:2])(=[O:3])[c:4]1[cH:5][n:6][c:7]2[c:8]([NH:16][C:17]([c:18]3[c:19]([Cl:25])[cH:20][cH:21][cH:22][c:23]3[Cl:24])=[O:26])[cH:9][cH:10][cH:11][c:12]2[c:13]1[O:14][CH3:15].[Na+:28].[O:30]1[CH2:31][CH2:32][CH2:33][CH2:34]1.[OH2:29]>>[CH:1]([CH3:2])([OH:3])[c:4]1[cH:5][n:6][c:7]2[c:8]([NH:16][C:17]([c:18]3[c:19]([Cl:25])[cH:20][cH:21][cH:22][c:23]3[Cl:24])=[O:26])[cH:9][cH:10][cH:11][c:12]2[c:13]1[O:14][CH3:15]. Reactants: [C@H]12[C@H](NC[C@@H]2CCC1)CNC(=O)C1=C(N=C2SC=CN21)C (6-methyl-imidazo[2,1-b]thiazole-5-carboxylic acid-[(1S,2S,5R)-3-aza-bicyclo[3.3.0]oct-2-ylmethyl]-amide), CC=1C=C(C=CC1)C=1C(=CC=CC1)C(=O)O (3′-methyl-biphenyl-2-carboxylic acid). The product is CC=1C=C(C=CC1)C=1C(=CC=CC1)C(=O)N1[C@@H]([C@H]2CCC[C@H]2C1)CNC(=O)C1=C(N=C2SC=CN21)C (6-Methyl-imidazo[2,1-b]thiazole-5-carboxylic acid-(1S,2S,5R)-[3-(3′-methyl-biphenyl-2-carbonyl)-3-aza-bicyclo[3.3.0]oct-2-ylmethyl]-amide). RXN SMILES: [C@H:1]12[CH2:8][CH2:7][CH2:6][C@H:5]1[CH2:4][NH:3][C@@H:2]2[CH2:9][NH:10][C:11]([C:13]1[N:20]2[C:16]([S:17][CH:18]=[CH:19]2)=[N:15][C:14]=1[CH3:21])=[O:12].[CH3:22][C:23]1[CH:24]=[C:25]([C:29]2[C:30]([C:35](O)=[O:36])=[CH:31][CH:32]=[CH:33][CH:34]=2)[CH:26]=[CH:27][CH:28]=1>>[CH3:22][C:23]1[CH:24]=[C:25]([C:29]2[C:30]([C:35]([N:3]3[CH2:4][C@H:5]4[C@H:1]([CH2:8][CH2:7][CH2:6]4)[C@H:2]3[CH2:9][NH:10][C:11]([C:13]3[N:20]4[C:16]([S:17][CH:18]=[CH:19]4)=[N:15][C:14]=3[CH3:21])=[O:12])=[O:36])=[CH:31][CH:32]=[CH:33][CH:34]=2)[CH:26]=[CH:27][CH:28]=1. Reported procedure: prepared by reaction of 6-methyl-imidazo[2,1-b]thiazole-5-carboxylic acid-[(1S,2S,5R)-3-aza-bicyclo[3.3.0]oct-2-ylmethyl]-amide with commercially available 3′-methyl-biphenyl-2-carboxylic acid. The reactants are C(CCC)C1=NC2=C(N1CC1=CC=C(C=C1)C=1C(=CC=CC1)C(=O)OC(C)(C)C)C=CC(=C2)CCCC (tert.butyl 4'-[(2,5-di-n-butyl-benzimidazol-1-yl)-methyl]biphenyl-2-carboxylate), FC(C(=O)O)(F)F.C(Cl)Cl (trifluoroacetic acid methylene chloride). Product: C(CCC)C1=NC2=C(N1CC1=CC=C(C=C1)C=1C(=CC=CC1)C(=O)O)C=CC(=C2)CCCC (4'-[(2,5-Di-n-butyl-benzimidazol-1-yl)-methyl]biphenyl-2-carboxylic acid). RXN SMILES: [CH2:1]([C:5]1[N:9]([CH2:10][C:11]2[CH:16]=[CH:15][C:14]([C:17]3[C:18]([C:23]([O:25]C(C)(C)C)=[O:24])=[CH:19][CH:20]=[CH:21][CH:22]=3)=[CH:13][CH:12]=2)[C:8]2[CH:30]=[CH:31][C:32]([CH2:34][CH2:35][CH2:36][CH3:37])=[CH:33][C:7]=2[N:6]=1)[CH2:2][CH2:3][CH3:4].FC(F)(F)C(O)=O.C(Cl)Cl>>[CH2:1]([C:5]1[N:9]([CH2:10][C:11]2[CH:12]=[CH:13][C:14]([C:17]3[C:18]([C:23]([OH:25])=[O:24])=[CH:19][CH:20]=[CH:21][CH:22]=3)=[CH:15][CH:16]=2)[C:8]2[CH:30]=[CH:31][C:32]([CH2:34][CH2:35][CH2:36][CH3:37])=[CH:33][C:7]=2[N:6]=1)[CH2:2][CH2:3][CH3:4] |f:1.2|. Reported procedure: Prepared in analogous manner to Example 9 from tert.butyl 4'-[(2,5-di-n-butyl-benzimidazol-1-yl)-methyl]biphenyl-2-carboxylate and trifluoroacetic acid/methylene chloride.